Dataset: the Open Reaction Database (ORD), a public repository of structured organic reaction records. Task: describe an organic reaction: reactants, conditions, products, and yield RXN SMILES: [CH:1]1([C:4]2[N:5]=[CH:6][C:7]([C:15]([OH:17])=O)=[N:8][C:9]=2[O:10][CH2:11][CH:12]2[CH2:14][CH2:13]2)[CH2:3][CH2:2]1.Cl.[NH2:19][C@@H:20]([CH2:26][CH:27]([CH3:29])[CH3:28])[C:21]([N:23]([CH3:25])[CH3:24])=[O:22]>>[CH3:25][N:23]([CH3:24])[C:21]([C@@H:20]([NH:19][C:15]([C:7]1[CH:6]=[N:5][C:4]([CH:1]2[CH2:2][CH2:3]2)=[C:9]([O:10][CH2:11][CH:12]2[CH2:13][CH2:14]2)[N:8]=1)=[O:17])[CH2:26][CH:27]([CH3:28])[CH3:29])=[O:22] |f:1.2|. Product: CN(C(=O)[C@H](CC(C)C)NC(=O)C1=NC(=C(N=C1)C1CC1)OCC1CC1)C (5-Cyclopropyl-6-cyclopropylmethoxy-pyrazine-2-carboxylic acid ((S)-1-dimethylcarbamoyl-3-methyl-butyl)-amide). Procedure details: The title compound was synthesized in analogy to Example 6, using 5-cyclopropyl-6-cyclopropylmethoxy-pyrazine-2-carboxylic acid (Example 10 g) and (2S)-2-amino-N,N,4-trimethyl-pentanamide hydrochloride (1:1) (CAN 207595-81-1) as starting materials, and isolated (68 mg, 85%) as yellow solid; LC-MS (UV peak area, ESI) 100%, 375.2387 (M+H). The reactants are C1(CC1)C=1N=CC(=NC1OCC1CC1)C(=O)O (5-cyclopropyl-6-cyclopropylmethoxy-pyrazine-2-carboxylic acid), Cl.N[C@H](C(=O)N(C)C)CC(C)C ((2S)-2-amino-N,N,4-trimethyl-pentanamide hydrochloride). The reactants are O=C([O-])[O-], Cc1ccccc1, N#Cc1cc(-c2ccc(Cl)cc2)c(-c2ccccc2Cl)nc1Cl, Oc1cncc(Cl)c1, [Cs+], [Cs+]. Yields the product N#Cc1cc(-c2ccc(Cl)cc2)c(-c2ccccc2Cl)nc1Oc1cncc(Cl)c1. Reaction SMILES: [C:32](=[O:33])([O-:34])[O-:35].[CH3:38][c:39]1[cH:40][cH:41][cH:42][cH:43][cH:44]1.[Cl:1][c:2]1[c:3]([C:4]#[N:5])[cH:6][c:7](-[c:17]2[cH:18][cH:19][c:20]([Cl:23])[cH:21][cH:22]2)[c:8](-[c:10]2[c:11]([Cl:16])[cH:12][cH:13][cH:14][cH:15]2)[n:9]1.[Cl:24][c:25]1[cH:26][c:27]([OH:31])[cH:28][n:29][cH:30]1.[Cs+:36].[Cs+:37]>>[c:2]1([O:31][c:27]2[cH:26][c:25]([Cl:24])[cH:30][n:29][cH:28]2)[c:3]([C:4]#[N:5])[cH:6][c:7](-[c:17]2[cH:18][cH:19][c:20]([Cl:23])[cH:21][cH:22]2)[c:8](-[c:10]2[c:11]([Cl:16])[cH:12][cH:13][cH:14][cH:15]2)[n:9]1. Run in O (water). As a reaction SMILES: [N+:1]([C:4]1[CH:9]=[CH:8][C:7]([OH:10])=[CH:6][CH:5]=1)([O-:3])=[O:2].[CH:11]([OH:14])([CH3:13])[CH3:12].[CH2:15]([CH:17]1[O:19][CH2:18]1)Cl.[OH-:20].[K+]>O>[N+:1]([C:4]1[CH:9]=[CH:8][C:7]([O:10][CH2:15][CH:17]([OH:19])[CH2:18][O:14][C:11]2[CH:13]=[CH:9][C:4]([N+:1]([O-:2])=[O:20])=[CH:5][CH:12]=2)=[CH:6][CH:5]=1)([O-:3])=[O:2] |f:3.4|. The reactants are [N+](=O)([O-])C1=CC=C(C=C1)O (4-nitrophenol), [OH-].[K+] (potassium hydroxide), C(C)(C)O (isopropanol), C(C)(C)O (isopropanol), C(Cl)C1CO1 (epichlorohydrin). Reported procedure: 8.86 g. (63.7 mmol) of 4-nitrophenol is dissolved in 250 ml. of isopropanol; 2.75 ml. (35.1 mmol) of epichlorohydrin is added thereto, and thereafter a solution of 1.98 g. (35.3 mmol) of potassium hydroxide in 25 ml. of isopropanol as well as 1 ml. of water are introduced. The mixture is refluxed for 48 hours, concentrated to half its volume, and combined with 50 ml of water. The thus-precipitated product is filtered off and recrystallized from isopropanol/ethanol 1:1. Melting point: 144°-145° C... The product is [N+](=O)([O-])C1=CC=C(OCC(COC2=CC=C(C=C2)[N+](=O)[O-])O)C=C1 (1,3-BIS(4-NITROPHENOXY)-2-PROPANOL). Starting materials: CC(C)(C)c1cc(C2=CCC(c3ccc(O)cc3)CC2)ccc1O, CC(C)O. Product: CC(C)(C)c1cc(C2CCC(c3ccc(O)cc3)CC2)ccc1O. Reaction SMILES: [C:1]([CH3:2])([CH3:3])([CH3:4])[c:5]1[cH:6][c:7]([C:12]2=[CH:13][CH2:14][CH:15]([c:18]3[cH:19][cH:20][c:21]([OH:24])[cH:22][cH:23]3)[CH2:16][CH2:17]2)[cH:8][cH:9][c:10]1[OH:11].[CH:25]([OH:26])([CH3:27])[CH3:28]>>[C:1]([CH3:2])([CH3:3])([CH3:4])[c:5]1[cH:6][c:7]([CH:12]2[CH2:13][CH2:14][CH:15]([c:18]3[cH:19][cH:20][c:21]([OH:24])[cH:22][cH:23]3)[CH2:16][CH2:17]2)[cH:8][cH:9][c:10]1[OH:11]. Reactants: CS(C)=O, OC(C1CC1)C1CC1, [H-], [Na+], C1CCOC1, O. The product is C1OC1COC(C1CC1)C1CC1. As a reaction SMILES: [CH3:11][S:12](=[O:13])[CH3:14].[CH:1]1([CH:4]([OH:5])[CH:6]2[CH2:7][CH2:8]2)[CH2:2][CH2:3]1.[H-:9].[Na+:10].[O:16]1[CH2:17][CH2:18][CH2:19][CH2:20]1.[OH2:15]>>[CH:1]1([CH:4]([O:5][CH2:19][CH:20]2[O:16][CH2:17]2)[CH:6]2[CH2:7][CH2:8]2)[CH2:2][CH2:3]1. The reactants are FC(C=1C=C(OCC(=O)Cl)C=CC1)(F)F (3-trifluoromethyl-phenoxy-acetyl chloride), C(C)(C)(C)OC(=O)NCCCCN (N-(tert-butoxycarbonyl)-1,4-diamino-butane). Solvent: C(Cl)(Cl)Cl (chloroform), C(Cl)(Cl)Cl (chloroform). Reaction conditions: time 2 hour. The product is C(C)(C)(C)OC(=O)NCCCCNC(COC1=CC(=CC=C1)C(F)(F)F)=O (N-(tert-butoxycarbonyl)-N'-(3-trifluoromethyl-phenoxy-acetyl)-1,4-diamino butane). Isolated yield 74.5%. Reaction SMILES: [F:1][C:2]([F:15])([F:14])[C:3]1[CH:4]=[C:5]([CH:11]=[CH:12][CH:13]=1)[O:6][CH2:7][C:8](Cl)=[O:9].[C:16]([O:20][C:21]([NH:23][CH2:24][CH2:25][CH2:26][CH2:27][NH2:28])=[O:22])([CH3:19])([CH3:18])[CH3:17]>C(Cl)(Cl)Cl>[C:16]([O:20][C:21]([NH:23][CH2:24][CH2:25][CH2:26][CH2:27][NH:28][C:8](=[O:9])[CH2:7][O:6][C:5]1[CH:11]=[CH:12][CH:13]=[C:3]([C:2]([F:15])([F:14])[F:1])[CH:4]=1)=[O:22])([CH3:19])([CH3:18])[CH3:17]. Procedure details: A solution of 6.44 g of the product of Step C in 60 ml of chloroform was added at +10° C. to a solution of 10.2 g of N-(tert-butoxycarbonyl)-1,4-diamino-butane in 150 ml of chloroform and after stirring for 2 hours at room temperature, the mixture was evaporated to dryness under reduced pressure. The product was added to water and vacuum filtered to obtain 7.85 g of the desired product melting at 86° C.